This data is from the Open Reaction Database (ORD), a public repository of structured organic reaction records. The task is: describe an organic reaction: reactants, conditions, products, and yield Starting materials: CC(C)(C)C(=O)O, C=S1C2C(=O)C(=O)N2C(C(=O)O)C1(C)C, CC(C)C(=O)C=P(c1ccccc1)(c1ccccc1)c1ccccc1, c1ccccc1. The product is CC(C)(C)C(=O)O, C=S1C2C(=CC(=O)C(C)C)C(=O)N2C(C(=O)O)C1(C)C. As a reaction SMILES: [C:1]([C:2]([CH3:3])([CH3:4])[CH3:5])(=[O:6])[OH:7].[CH2:8]=[S:9]1[C:10]([CH3:21])([CH3:22])[CH:11]([C:18](=[O:19])[OH:20])[N:12]2[C:13](=[O:17])[C:14](=[O:16])[CH:15]12.[CH3:23][CH:24]([C:25](=[O:26])[CH:27]=[P:28]([c:29]1[cH:30][cH:31][cH:32][cH:33][cH:34]1)([c:35]1[cH:36][cH:37][cH:38][cH:39][cH:40]1)[c:41]1[cH:42][cH:43][cH:44][cH:45][cH:46]1)[CH3:47].[cH:48]1[cH:49][cH:50][cH:51][cH:52][cH:53]1>>[C:1]([C:2]([CH3:3])([CH3:4])[CH3:5])(=[O:6])[OH:7].[CH2:8]=[S:9]1[C:10]([CH3:21])([CH3:22])[CH:11]([C:18](=[O:19])[OH:20])[N:12]2[C:13](=[O:17])[C:14](=[CH:27][C:25]([CH:24]([CH3:23])[CH3:47])=[O:26])[CH:15]12.